Dataset: the Open Reaction Database (ORD), a public repository of structured organic reaction records. Task: describe an organic reaction: reactants, conditions, products, and yield The reactants are CCOC(=O)C1CCC(Nc2nc3ccccc3[nH]2)CC1, Cl, C1COCCO1. Product: O=C(O)C1CCC(Nc2nc3ccccc3[nH]2)CC1. RXN SMILES: [CH2:1]([CH3:2])[O:3][C:4](=[O:5])[CH:6]1[CH2:7][CH2:8][CH:9]([NH:12][c:13]2[n:14][c:15]3[c:16]([nH:17]2)[cH:18][cH:19][cH:20][cH:21]3)[CH2:10][CH2:11]1.[ClH:28].[O:22]1[CH2:23][CH2:24][O:25][CH2:26][CH2:27]1>>[O:3]=[C:4]([OH:5])[CH:6]1[CH2:7][CH2:8][CH:9]([NH:12][c:13]2[nH:14][c:15]3[c:16]([n:17]2)[cH:18][cH:19][cH:20][cH:21]3)[CH2:10][CH2:11]1. The reactants are B(Cl)(Cl)Cl (boron trichloride), ClC1=C(C=CC(=C1)CC(=O)OC)C1=CC=C(C=C1)OC (methyl (2-chloro-4′-methoxy-1,1′-biphenyl-4-yl)acetate). The reagents and catalysts are [I-].C(CCC)[N+](CCCC)(CCCC)CCCC (tetra-n-butylammonium iodide). The solvent is C(Cl)Cl (methylene chloride). Reaction conditions: time 2 hour. Product: ClC1=C(C=CC(=C1)CC(=O)OC)C1=CC=C(C=C1)O (methyl (2-chloro-4′-hydroxy-1,1′-biphenyl-4-yl)acetate). Yield: 71.3%. As a reaction SMILES: B(Cl)(Cl)Cl.[Cl:5][C:6]1[CH:11]=[C:10]([CH2:12][C:13]([O:15][CH3:16])=[O:14])[CH:9]=[CH:8][C:7]=1[C:17]1[CH:22]=[CH:21][C:20]([O:23]C)=[CH:19][CH:18]=1>[I-].C([N+](CCCC)(CCCC)CCCC)CCC.C(Cl)Cl>[Cl:5][C:6]1[CH:11]=[C:10]([CH2:12][C:13]([O:15][CH3:16])=[O:14])[CH:9]=[CH:8][C:7]=1[C:17]1[CH:22]=[CH:21][C:20]([OH:23])=[CH:19][CH:18]=1 |f:2.3|. Reported procedure: After boron trichloride (1.0N methylene chloride solution, 1.8 ml, 1.8 mmol) was added to a solution of methyl (2-chloro-4′-methoxy-1,1′-biphenyl-4-yl)acetate (228 mg, 0.73 mmol) obtained in Example (23-2) and tetra-n-butylammonium iodide (325 mg, 0.88 mmol) in methylene chloride (4 ml) at −78° C., the temperature of the mixture was raised to room temperature and the mixture was stirred for 2 hours. Ice was added to the reaction mixture and the mixture was extracted with ethyl acetate. The organ... Starting materials: CC(=O)Cl, CO, O=C(O)c1cc(F)c(F)cc1Cl. Yields the product COC(=O)c1cc(F)c(F)cc1Cl. RXN SMILES: [CH3:13][C:14](=[O:15])[Cl:16].[CH3:17][OH:18].[Cl:1][c:2]1[c:3]([C:4](=[O:5])[OH:6])[cH:7][c:8]([F:12])[c:9]([F:11])[cH:10]1>>[Cl:1][c:2]1[c:3]([C:4]([O:5][CH3:13])=[O:6])[cH:7][c:8]([F:12])[c:9]([F:11])[cH:10]1. Reactants: C(C1=CC=CC=C1)N(CC1OCC2=C(O1)C=C(C=C2)S(=O)(=O)C)C ((−)-N-benzyl-N-methyl-1-[7-(methylsulfonyl)-4H-1,3-benzodioxin-2-yl]methanamine). Reagents/catalysts: [Pd] (palladium on carbon). The solvent is CCO (EtOH). Product: CNCC1OCC2=C(O1)C=C(C=C2)S(=O)(=O)C ((−)-N-METHYL-1-[7-(METHYLSULFONYL)-4H-1,3-BENZODIOXIN-2-YL]METHANAMINE). The yield is 84.3%. Reaction SMILES: [CH2:1]([N:8](C)[CH2:9][CH:10]1[O:15][C:14]2[CH:16]=[C:17]([S:20]([CH3:23])(=[O:22])=[O:21])[CH:18]=[CH:19][C:13]=2[CH2:12][O:11]1)C1C=CC=CC=1>[Pd].CCO>[CH3:1][NH:8][CH2:9][CH:10]1[O:15][C:14]2[CH:16]=[C:17]([S:20]([CH3:23])(=[O:21])=[O:22])[CH:18]=[CH:19][C:13]=2[CH2:12][O:11]1. Reported procedure: (−)-N-benzyl-N-methyl-1-[7-(methylsulfonyl)-4H-1,3-benzodioxin-2-yl]methanamine (0.37 g, 1.06 mmol), palladium on carbon (10%, 45 mg) and EtOH (15 ml) was hydrogenated at 45 psi for 14 h. The reaction mixture was filtered through a pad of celite and the filtrate was evaporated to dryness (0.25 g). Purification by flash chromatography (EtOAc/MeOH 2:1) afforded the pure title compound (0.23 g, 84%, >95% e.e.). The amine was converted into the hydrochloric acid salt and crystallized from EtOH/MeOH/...